From a dataset of the Open Reaction Database (ORD), a public repository of structured organic reaction records. describe an organic reaction: reactants, conditions, products, and yield The reactants are C[Si](C)(C)[N-][Si](C)(C)C, CN(C)C=O, CCc1nc2c(OC(F)F)ccc(C(=O)Oc3ccc([N+](=O)[O-])cc3)c2o1, Cn1ncc(C#N)c1N, [Na+]. The product is CCc1nc2c(OC(F)F)ccc(C(=O)Nc3c(C#N)cnn3C)c2o1. Reaction SMILES: [CH3:1][Si:2]([N-:3][Si:4]([CH3:5])([CH3:6])[CH3:7])([CH3:8])[CH3:9].[CH3:47][N:48]([CH3:49])[CH:50]=[O:51].[N+:20]([c:21]1[cH:22][cH:23][c:24]([O:29][C:30](=[O:25])[c:32]2[cH:33][cH:34][c:35]([O:43][CH:44]([F:45])[F:46])[c:36]3[n:37][c:38]([CH2:41][CH3:42])[o:39][c:40]23)[cH:26][cH:27]1)([O-:28])=[O:31].[NH2:11][c:12]1[c:13]([C:18]#[N:19])[cH:14][n:15][n:16]1[CH3:17].[Na+:10]>>[NH:11]([c:12]1[c:13]([C:18]#[N:19])[cH:14][n:15][n:16]1[CH3:17])[C:30](=[O:29])[c:32]1[cH:33][cH:34][c:35]([O:43][CH:44]([F:45])[F:46])[c:36]2[n:37][c:38]([CH2:41][CH3:42])[o:39][c:40]12.